From a dataset of the Open Reaction Database (ORD), a public repository of structured organic reaction records. describe an organic reaction: reactants, conditions, products, and yield Reactants: C[C@H]1[C@H]2[C@H](C[C@H]3[C@@H]4CC[C@H]5C[C@H](CC[C@]5(C)[C@H]4C(C[C@]23C)=O)O)O[C@]12CC[C@@H](C)CO2 ((3β,5α,25R)spirostan-3-ol-11-one), [H-].[Al+3].[Li+].[H-].[H-].[H-] (lithium aluminum hydride). Solvent: C1CCOC1 (THF). The product is C[C@H]1[C@H]2[C@H](C[C@H]3[C@@H]4CC[C@H]5C[C@H](CC[C@]5(C)[C@H]4[C@H](C[C@]23C)O)O)O[C@]12CC[C@@H](C)CO2 ((3β,5α, 11β.25R)spirostan-3,11 -diol). Reaction SMILES: [CH3:1][C@@H:2]1[C@:25]2([O:31][CH2:30][C@H:28]([CH3:29])[CH2:27][CH2:26]2)[O:24][C@H:4]2[CH2:5][C@@H:6]3[C@@:20]([CH3:21])([C@@H:3]12)[CH2:19][C:18](=[O:22])[C@H:17]1[C@H:7]3[CH2:8][CH2:9][C@@H:10]2[C@:15]1([CH3:16])[CH2:14][CH2:13][C@H:12]([OH:23])[CH2:11]2.[H-].[Al+3].[Li+].[H-].[H-].[H-]>C1COCC1>[CH3:1][C@@H:2]1[C@:25]2([O:31][CH2:30][C@H:28]([CH3:29])[CH2:27][CH2:26]2)[O:24][C@H:4]2[CH2:5][C@@H:6]3[C@@:20]([CH3:21])([C@@H:3]12)[CH2:19][C@H:18]([OH:22])[C@H:17]1[C@H:7]3[CH2:8][CH2:9][C@@H:10]2[C@:15]1([CH3:16])[CH2:14][CH2:13][C@H:12]([OH:23])[CH2:11]2 |f:1.2.3.4.5.6|. Procedure details: (3β,5α,25R)spirostan-3-ol-11-one (Aldrich Chemical Company, Milwaukee, Wis. or Steraloids Inc., Wilton, N.H., or see preparation G13) was converted into the title compound via reduction with lithium aluminum hydride in THF at room temperature according to the procedure described in J. Am. Chem. Soc., 1951, 73, 1777.